This data is from the Open Reaction Database (ORD), a public repository of structured organic reaction records. The task is: describe an organic reaction: reactants, conditions, products, and yield Starting materials: [BH4-].[Na+] (sodium borohydride), CSC (dimethyl sulfide), B(F)(F)F.CCOCC (boron trifluoride diethyl etherate), C1(CCCC1)CCC(=O)O (3-cyclopentylpropionic acid). The solvent is O1CCCC1 (tetrahydrofuran). Conditions: time 0.5 hour. Yields the product C1(CCCC1)CCCO (3-cyclopentyl-1-propanol). Yield: 86.9%. Reaction SMILES: [BH4-].[Na+].CSC.B(F)(F)F.CCOCC.[CH:15]1([CH2:20][CH2:21][C:22](O)=[O:23])[CH2:19][CH2:18][CH2:17][CH2:16]1>O1CCCC1>[CH:15]1([CH2:20][CH2:21][CH2:22][OH:23])[CH2:19][CH2:18][CH2:17][CH2:16]1 |f:0.1,3.4|. Procedure: A 12-liter, 4-necked glass reaction vessel equipped as described in Example 1 was charged with 180 grams (4.75 moles) of sodium borohydride, 4 liters of tetrahydrofuran, 0.485 liter (6.6 moles) of dimethyl sulfide, and 0.74 liter (6.0 moles) of boron trifluoride diethyl etherate at 0°-5°C using essentially the same procedure as described in Example 1. After stirring for a additional 0.5 hour at 20°-25°C, 780 grams (5.5 moles) of 3-cyclopentylpropionic acid was added dropwise over a 3 hour period... Starting materials: Clc1ccc(Nc2nc(Cl)nc3[nH]cnc23)cc1, NC1CCC(N)CC1. The product is NC1CCC(Nc2nc(Nc3ccc(Cl)cc3)c3nc[nH]c3n2)CC1. RXN SMILES: [Cl:9][c:10]1[n:11][c:12]([NH:19][c:20]2[cH:21][cH:22][c:23]([Cl:26])[cH:24][cH:25]2)[c:13]2[n:14][cH:15][nH:16][c:17]2[n:18]1.[NH2:1][CH:2]1[CH2:3][CH2:4][CH:5]([NH2:8])[CH2:6][CH2:7]1>>[NH2:1][CH:2]1[CH2:3][CH2:4][CH:5]([NH:8][c:10]2[n:11][c:12]([NH:19][c:20]3[cH:21][cH:22][c:23]([Cl:26])[cH:24][cH:25]3)[c:13]3[n:14][cH:15][nH:16][c:17]3[n:18]2)[CH2:6][CH2:7]1. Procedure: The title compound was prepared from (S)-3-((S)-1-(4-bromophenyl)ethyl)-6-(2-hydroxy-2-methylpropyl)-6-phenyl-1,3-oxazinan-2-one following procedures analogous to those described in Example 313 Steps 3 and 4 using 4-chloropyrimidine in Step 4. LC-MS Method 2 tR=1.167, m/z=374; 1H NMR (CDCl3) 1.06 (s, 3H), 1.11 (s, 3H), 1.49 (d, 3H), 2.11 (s, 1H), 2.17 (s, 2H), 2.21 (m, 1H), 2.35 (m, 1H), 2.80 (m, 1H), 5.66 (m, 1H), 7.02 (d, 2H), 7.21-7.36 (m, 5H), 7.54 (d, 1H), 7.78 (d, 2H), 8.68 (d, 1H), 9.16 (... As a reaction SMILES: Br[C:2]1[CH:7]=[CH:6][C:5]([C@@H:8]([N:10]2[CH2:15][CH2:14][C@:13]([CH2:22][C:23]([OH:26])([CH3:25])[CH3:24])([C:16]3[CH:21]=[CH:20][CH:19]=[CH:18][CH:17]=3)[O:12][C:11]2=[O:27])[CH3:9])=[CH:4][CH:3]=1.Cl[C:29]1[CH:34]=[CH:33][N:32]=[CH:31][N:30]=1>>[OH:26][C:23]([CH3:25])([CH3:24])[CH2:22][C@@:13]1([C:16]2[CH:21]=[CH:20][CH:19]=[CH:18][CH:17]=2)[O:12][C:11](=[O:27])[N:10]([C@H:8]([C:5]2[CH:6]=[CH:7][C:2]([C:29]3[CH:34]=[CH:33][N:32]=[CH:31][N:30]=3)=[CH:3][CH:4]=2)[CH3:9])[CH2:15][CH2:14]1. Starting materials: BrC1=CC=C(C=C1)[C@H](C)N1C(O[C@](CC1)(C1=CC=CC=C1)CC(C)(C)O)=O ((S)-3-((S)-1-(4-bromophenyl)ethyl)-6-(2-hydroxy-2-methylpropyl)-6-phenyl-1,3-oxazinan-2-one), ClC1=NC=NC=C1 (4-chloropyrimidine). The product is OC(C[C@@]1(CCN(C(O1)=O)[C@@H](C)C1=CC=C(C=C1)C1=NC=NC=C1)C1=CC=CC=C1)(C)C ((S)-6-(2-hydroxy-2-methylpropyl)-6-phenyl-3-((S)-1-(4-(pyrimidin-4-yl)phenyl)ethyl)-1,3-oxazinan-2-one).